From a dataset of the Open Reaction Database (ORD), a public repository of structured organic reaction records. describe an organic reaction: reactants, conditions, products, and yield The reactants are C(CCC)[Sn](C=1OC=CC1)(CCCC)CCCC (2-tributylstannylfuran), CC(CCC(=O)Cl)C (4-methylvaleroyl chloride). The reagents and catalysts are Cl[Pd]([P](C1=CC=CC=C1)(C2=CC=CC=C2)C3=CC=CC=C3)([P](C4=CC=CC=C4)(C5=CC=CC=C5)C6=CC=CC=C6)Cl (PdCl2(PPh3)2). Run in C1CCOC1 (THF). The product is CC(CCC(=O)C=1OC=CC1)C (2-(4-methylvaleryl)furan). RXN SMILES: C([Sn](CCCC)(CCCC)[C:6]1[O:7][CH:8]=[CH:9][CH:10]=1)CCC.[CH3:19][CH:20]([CH3:26])[CH2:21][CH2:22][C:23](Cl)=[O:24]>C1COCC1.Cl[Pd](Cl)([P](C1C=CC=CC=1)(C1C=CC=CC=1)C1C=CC=CC=1)[P](C1C=CC=CC=1)(C1C=CC=CC=1)C1C=CC=CC=1>[CH3:19][CH:20]([CH3:26])[CH2:21][CH2:22][C:23]([C:6]1[O:7][CH:8]=[CH:9][CH:10]=1)=[O:24] |^1:34,53|. Procedure details: A solution of 2-tributylstannylfuran (1 mmol), 4-methylvaleroyl chloride (1.1 mmol), and PdCl2(PPh3)2 (0.05 mmol) in THF was stirred at 25° C. for 24 h. Extraction and chromatography gave 2-(4-methylvaleryl)furan. The product is C(C)OC(=O)C=1N(C2=CC=CC(=C2C1)OC)CC1=CC=CC2=CC=C(C=C12)F (1-(7-fluoro-naphthalen-1-ylmethyl)-4-methoxy-1H-indole-2-carboxylic acid ethyl ester). Starting materials: C(C)OC(=O)C=1NC2=CC=CC(=C2C1)OC (4-methoxy-1H-indole-2-carboxylic acid ethyl ester), BrCC1=CC=CC2=CC=C(C=C12)F (1-bromomethyl-7-fluoro-naphthalene). RXN SMILES: [CH2:1]([O:3][C:4]([C:6]1[NH:7][C:8]2[C:13]([CH:14]=1)=[C:12]([O:15][CH3:16])[CH:11]=[CH:10][CH:9]=2)=[O:5])[CH3:2].Br[CH2:18][C:19]1[C:28]2[C:23](=[CH:24][CH:25]=[C:26]([F:29])[CH:27]=2)[CH:22]=[CH:21][CH:20]=1>>[CH2:1]([O:3][C:4]([C:6]1[N:7]([CH2:18][C:19]2[C:28]3[C:23](=[CH:24][CH:25]=[C:26]([F:29])[CH:27]=3)[CH:22]=[CH:21][CH:20]=2)[C:8]2[C:13]([CH:14]=1)=[C:12]([O:15][CH3:16])[CH:11]=[CH:10][CH:9]=2)=[O:5])[CH3:2]. Procedure details: Using general procedure B, 4-methoxy-1H-indole-2-carboxylic acid ethyl ester was coupled with 1-bromomethyl-7-fluoro-naphthalene (from Example 49.3.) to give 1-(7-fluoro-naphthalen-1-ylmethyl)-4-methoxy-1H-indole-2-carboxylic acid ethyl ester which was hydrolyzed as described in the general procedure B (Exp. 2.2) to give the title compound as a white solid. MS: 348.3 ([M−H]−).